From a dataset of the Open Reaction Database (ORD), a public repository of structured organic reaction records. describe an organic reaction: reactants, conditions, products, and yield Reactants: BrC=1C=CC(=NC1)[N+](=O)[O-] (5-bromo-2-nitropyridine), O=C1[C@H]2[C@@H](CN1)CN(C2)C(=O)OC(C)(C)C (cis-tert-butyl 4-oxohexahydropyrrolo[3,4-c]pyrrole-2(1H)-carboxylate). Yields the product [N+](=O)([O-])C1=CC=C(C=N1)N1C[C@@H]2[C@H](C1=O)CN(C2)C(=O)OC(C)(C)C (cis-tert-butyl 5-(6-nitropyridin-3-yl)-4-oxohexahydropyrrolo[3,4-c]pyrrole-2(1H)-carboxylate). Isolated yield 81.8%. Reaction SMILES: Br[C:2]1[CH:3]=[CH:4][C:5]([N+:8]([O-:10])=[O:9])=[N:6][CH:7]=1.[O:11]=[C:12]1[NH:16][CH2:15][C@H:14]2[CH2:17][N:18]([C:20]([O:22][C:23]([CH3:26])([CH3:25])[CH3:24])=[O:21])[CH2:19][C@@H:13]12>>[N+:8]([C:5]1[N:6]=[CH:7][C:2]([N:16]2[C:12](=[O:11])[C@@H:13]3[CH2:19][N:18]([C:20]([O:22][C:23]([CH3:26])([CH3:25])[CH3:24])=[O:21])[CH2:17][C@@H:14]3[CH2:15]2)=[CH:3][CH:4]=1)([O-:10])=[O:9]. Reported procedure: Following general N—C coupling procedure 1, 5-bromo-2-nitropyridine (4.71 g, 23.2 mmol, 1.05 eq) was combined with cis-tert-butyl 4-oxohexahydropyrrolo[3,4-c]pyrrole-2(1H)-carboxylate (5 g, 22.1 mmol, 1.0 eq), which after silica gel purification gave cis-tert-butyl 5-(6-nitropyridin-3-yl)-4-oxohexahydropyrrolo[3,4-c]pyrrole-2(1H)-carboxylate (6.3 g) in 81% yield. 1H NMR (400 MHz, CDCl3) δ ppm 8.75 (m, 2H), 8.34 (d, J=9.09 Hz, 1H), 4.20 (dd, J1=9.85 Hz, J2=6.82 Hz, 1H), 4.02-3.85 (m, 2H), 3.80 (d... Reactants: Brc1ccc2c(ccn2Cc2ccccc2)c1, Cn1ccnc1. Reagents/catalysts: CC(C)(C)c1ccc(-c2ccc(C(C)(C)C)cc2)cc1 (4,4'-di-tert-butylbiphenyl), CC(C)(C)C(=O)[O-].[K+] (KOPiv), Cl[Pd]CC=C.C=CC[Pd]Cl ([Pd(allyl)Cl]2), CN(C)c1ccc(P(C2CCCCC2)C2CCCCC2)cc1 (A-caPhos). Solvent: CC(=O)N(C)C (DMA), CC(=O)N(C)C (DMA), CC(=O)N(C)C (DMA). Conditions: temperature 120 celsius, time 24 hour. The product is Cn1cncc1-c1ccc2c(ccn2Cc2ccccc2)c1. The yield is 0.0%. Reactants: C1(=CC=CC=C1)OC (anisole), FC(C(=O)O)(F)F (trifluoroacetic acid), C(C)(C)(C)OC(=O)N1CCC(CC1)N(CC=1N=CSC1)CC(C)C (4-{isobutyl-[(thiazol-4-yl)methyl]-amino}-piperidine-1-carboxylic acid tert-butyl ester). Solvent: ClCCl (dichloromethane). Reaction conditions: time 4.5 hour. Product: C(C(C)C)N(CC=1N=CSC1)C1CCNCC1 (isobutyl-(piperidin-4-yl)-[(thiazol-4-yl)methyl]-amine). Isolated yield 99.8%. RXN SMILES: C(OC([N:8]1[CH2:13][CH2:12][CH:11]([N:14]([CH2:21][CH:22]([CH3:24])[CH3:23])[CH2:15][C:16]2[N:17]=[CH:18][S:19][CH:20]=2)[CH2:10][CH2:9]1)=O)(C)(C)C.C1(OC)C=CC=CC=1.FC(F)(F)C(O)=O>ClCCl>[CH2:21]([N:14]([CH:11]1[CH2:12][CH2:13][NH:8][CH2:9][CH2:10]1)[CH2:15][C:16]1[N:17]=[CH:18][S:19][CH:20]=1)[CH:22]([CH3:24])[CH3:23]. Procedure: To a cooled (0° C.) solution of 4-{isobutyl-[(thiazol-4-yl)methyl]-amino}-piperidine-1-carboxylic acid tert-butyl ester (540 mg, 1.53 mmol, 1 eq.) in anhydrous dichloromethane (3 ml), is added anisole (2.5 g, 23 mmol, 15 eq.) and trifluoroacetic acid (2.6 g, 23 mmol, 15 eq.). The reaction is allowed to warm to room temperature and stirred for 4-5 hours. The reaction mixture is loaded on a SCX-2 column. The column is first washed with methanol and then the base eluted with 20% 2N NH3 in methanol ... Starting materials: C(C1=CC=CC=C1)N(C1CC2=C(CCC1)C=CC(=C2)O)C(=O)OC(C)(C)C (N-benzyl-N-(3-hydroxy-6,7,8,9-tetrahydro-5H-benzocyclohepten-6-yl)-tert-butoxycarbonylamine), ClNC(CCC(=O)N)=O (N-chlorosuccinamide), C(O)([O-])=O.[Na+] (sodium hydrogencarbonate). Run in O1CCOCC1 (1,4-dioxane). Reaction conditions: temperature 100 celsius, time 9 hour. Product: C(C1=CC=CC=C1)N(C1CC2=C(CCC1)C=C(C(=C2)O)Cl)C(=O)OC(C)(C)C (N-benzyl-N-(2-chloro-3-hydroxy-6,7,8,9-tetrahydro-5H-benzocyclohepten-6-yl)-tert-butoxycarbonylamine). Yield: 51.8%. As a reaction SMILES: [CH2:1]([N:8]([C:21]([O:23][C:24]([CH3:27])([CH3:26])[CH3:25])=[O:22])[CH:9]1[CH2:15][CH2:14][CH2:13][C:12]2[CH:16]=[CH:17][C:18]([OH:20])=[CH:19][C:11]=2[CH2:10]1)[C:2]1[CH:7]=[CH:6][CH:5]=[CH:4][CH:3]=1.[Cl:28]NC(=O)CCC(N)=O.C(=O)([O-])O.[Na+]>O1CCOCC1>[CH2:1]([N:8]([C:21]([O:23][C:24]([CH3:27])([CH3:26])[CH3:25])=[O:22])[CH:9]1[CH2:15][CH2:14][CH2:13][C:12]2[CH:16]=[C:17]([Cl:28])[C:18]([OH:20])=[CH:19][C:11]=2[CH2:10]1)[C:2]1[CH:3]=[CH:4][CH:5]=[CH:6][CH:7]=1 |f:2.3|. Reported procedure: Under nitrogen, a suspension of N-benzyl-N-(3-hydroxy-6,7,8,9-tetrahydro-5H-benzocyclohepten-6-yl)-tert-butoxycarbonylamine (300 mg) and N-chlorosuccinamide (110 mg) in 1,4-dioxane (5 ml) was stirred at 100° C. for 9 hours. The resulting mixture was poured into saturated aqueous sodium hydrogencarbonate and extracted with ethyl acetate. The organic layer was washed with brine, dried over anhydrous magnesium sulfate and evaporated in vacuo. The residue was purified by column chromatography on sil... Reactants: [Br-], BrCc1ccccc1, O=C([O-])[O-], CCCC[N+](CCCC)(CCCC)CCCC, CC(C)=O, O=c1[nH]c2cc(Cl)c([N+](=O)[O-])cc2o1, [K+], [K+]. Product: O=c1oc2cc([N+](=O)[O-])c(Cl)cc2n1Cc1ccccc1. As a reaction SMILES: [Br-:29].[Br:21][CH2:22][c:23]1[cH:24][cH:25][cH:26][cH:27][cH:28]1.[C:15](=[O:16])([O-:17])[O-:18].[CH3:30][CH2:31][CH2:32][CH2:33][N+:34]([CH2:35][CH2:36][CH2:37][CH3:38])([CH2:39][CH2:40][CH2:41][CH3:42])[CH2:43][CH2:44][CH2:45][CH3:46].[CH3:47][C:48](=[O:49])[CH3:50].[Cl:1][c:2]1[c:3]([N+:12](=[O:13])[O-:14])[cH:4][c:5]2[c:6]([nH:7][c:8](=[O:10])[o:9]2)[cH:11]1.[K+:19].[K+:20]>>[Cl:1][c:2]1[c:3]([N+:12](=[O:13])[O-:14])[cH:4][c:5]2[c:6]([n:7]([CH2:22][c:23]3[cH:24][cH:25][cH:26][cH:27][cH:28]3)[c:8](=[O:10])[o:9]2)[cH:11]1. Reactants: C(=O)(OC(C)(C)C)N1CCNCC1 (1-Boc-piperazine), ClC=1N=C(C(=NC1Cl)C#N)C#N (5,6-dichloro-2,3-dicyanopyrazine). The solvent is O1CCCC1 (tetrahydrofuran). Run at temperature -45 celsius, time 1.5 hour. Yields the product C(C)(C)(C)OC(=O)N1CCN(CC1)C1=NC(=C(N=C1Cl)C#N)C#N (3′-Chloro-5′,6′-dicyano-2,3,5,6-tetrahydro-[1,2′]bipyrazinyl-4-carboxylic acid tert-butyl ester). Yield: 45.9%. As a reaction SMILES: [C:1]([N:8]1[CH2:13][CH2:12][NH:11][CH2:10][CH2:9]1)([O:3][C:4]([CH3:7])([CH3:6])[CH3:5])=[O:2].[Cl:14][C:15]1[N:16]=[C:17]([C:24]#[N:25])[C:18]([C:22]#[N:23])=[N:19][C:20]=1Cl>O1CCCC1>[C:4]([O:3][C:1]([N:8]1[CH2:9][CH2:10][N:11]([C:20]2[C:15]([Cl:14])=[N:16][C:17]([C:24]#[N:25])=[C:18]([C:22]#[N:23])[N:19]=2)[CH2:12][CH2:13]1)=[O:2])([CH3:7])([CH3:6])[CH3:5]. Procedure details: To a solution of 1-Boc-piperazine (8 mmol, 1.5 g) and anhydrous tetrahydrofuran cooled at −45° C. was added 5,6-dichloro-2,3-dicyanopyrazine (4 mmol, 800 mg). The mixture was stirred at −45° C. for 1.5 hours. Reaction mixture was concentrated and stirred in EtOAc, filtered and concentrated. The crude material was purified on silica column using 30% EtOAc/hexanes to yield 3′-Chloro-5′,6′-dicyano-2,3,5,6-tetrahydro-[1,2′]bipyrazinyl-4-carboxylic acid tert-butyl ester (640 mg).